The task is: describe an organic reaction: reactants, conditions, products, and yield. This data is from the Open Reaction Database (ORD), a public repository of structured organic reaction records. The reactants are ClCCBr, [Cl-], N#CCc1ccc(Cl)nc1, [H-], [Na+], [Na+], C1CCOC1. Product: N#CC1(c2ccc(Cl)nc2)CC1. RXN SMILES: [Br:13][CH2:14][CH2:15][Cl:16].[Cl-:18].[Cl:3][c:4]1[cH:5][cH:6][c:7]([CH2:10][C:11]#[N:12])[cH:8][n:9]1.[H-:1].[Na+:17].[Na+:2].[O:19]1[CH2:20][CH2:21][CH2:22][CH2:23]1>>[Cl:3][c:4]1[cH:5][cH:6][c:7]([C:10]2([C:11]#[N:12])[CH2:14][CH2:15]2)[cH:8][n:9]1.